This data is from the Open Reaction Database (ORD), a public repository of structured organic reaction records. The task is: describe an organic reaction: reactants, conditions, products, and yield The reactants are ClCCCCCCBr, ClCCl, [Na+], [OH-], C#CCOc1ccc2c(c1)c(-c1ccc(C(C)C)cc1)nc(=O)n2Cc1ccccc1O. The product is C#CCOc1ccc2c(c1)c(-c1ccc(C(C)C)cc1)nc(=O)n2Cc1ccccc1OCCCCCCCl. As a reaction SMILES: [Br:35][CH2:36][CH2:37][CH2:38][CH2:39][CH2:40][CH2:41][Cl:42].[Cl:43][CH2:44][Cl:45].[Na+:34].[OH-:33].[OH:1][c:2]1[c:3]([CH2:4][n:5]2[c:6](=[O:28])[n:7][c:8](-[c:19]3[cH:20][cH:21][c:22]([CH:25]([CH3:26])[CH3:27])[cH:23][cH:24]3)[c:9]3[cH:10][c:11]([O:15][CH2:16][C:17]#[CH:18])[cH:12][cH:13][c:14]23)[cH:29][cH:30][cH:31][cH:32]1>>[O:1]([c:2]1[c:3]([CH2:4][n:5]2[c:6](=[O:28])[n:7][c:8](-[c:19]3[cH:20][cH:21][c:22]([CH:25]([CH3:26])[CH3:27])[cH:23][cH:24]3)[c:9]3[cH:10][c:11]([O:15][CH2:16][C:17]#[CH:18])[cH:12][cH:13][c:14]23)[cH:29][cH:30][cH:31][cH:32]1)[CH2:36][CH2:37][CH2:38][CH2:39][CH2:40][CH2:41][Cl:42].